Dataset: the Open Reaction Database (ORD), a public repository of structured organic reaction records. Task: describe an organic reaction: reactants, conditions, products, and yield Reactants: CCOCC, C[Ga+]C, C[As](C)CCCCl, [Cl-], [Mg]. Product: C[Ga](C)CCC[As](C)C. Reaction SMILES: [CH2:13]([O:14][CH2:15][CH3:16])[CH3:17].[CH3:10][Ga+:11][CH3:12].[CH3:1][As:2]([CH2:3][CH2:4][CH2:5][Cl:6])[CH3:7].[Cl-:9].[Mg:8]>>[CH3:1][As:2]([CH2:3][CH2:4][CH2:5][Ga:11]([CH3:10])[CH3:12])[CH3:7]. Reactants: FC=1C=C(C(=O)C2=CNC3=CC=CC=C3C2=O)C=CC1OC (3-(3-Fluoro-4-methoxy-benzoyl)-1H-quinolin-4-one), BrCC1=NC(=CC=C1)C(F)(F)F (2-bromomethyl-6-trifluoromethyl-pyridine), CN(C=O)C (N,N dimethylformamide). Solvent: O (Water). The product is FC=1C=C(C(=O)C2=CN(C3=CC=CC=C3C2=O)CC2=NC(=CC=C2)C(F)(F)F)C=CC1OC (3-(3-Fluoro-4-methoxy-benzoyl)-1-(6-trifluoromethyl-pyridin-2-ylmethyl)-1H-quinolin-4-one). The yield is 85.0%. As a reaction SMILES: [F:1][C:2]1[CH:3]=[C:4]([CH:18]=[CH:19][C:20]=1[O:21][CH3:22])[C:5]([C:7]1[C:16](=[O:17])[C:15]2[C:10](=[CH:11][CH:12]=[CH:13][CH:14]=2)[NH:9][CH:8]=1)=[O:6].Br[CH2:24][C:25]1[CH:30]=[CH:29][CH:28]=[C:27]([C:31]([F:34])([F:33])[F:32])[N:26]=1.CN(C)C=O>O>[F:1][C:2]1[CH:3]=[C:4]([CH:18]=[CH:19][C:20]=1[O:21][CH3:22])[C:5]([C:7]1[C:16](=[O:17])[C:15]2[C:10](=[CH:11][CH:12]=[CH:13][CH:14]=2)[N:9]([CH2:24][C:25]2[CH:30]=[CH:29][CH:28]=[C:27]([C:31]([F:33])([F:32])[F:34])[N:26]=2)[CH:8]=1)=[O:6]. Reported procedure: Experimental conditions analogous to those described for Step 3 of Example 1 were used with 150 mg (0.505 mmol) of 3-(3-Fluoro-4-methoxy-benzoyl)-1H-quinolin-4-one, 145.3 mg (0.605 mmol) of 2-bromomethyl-6-trifluoromethyl-pyridine, 24.2 mg (0.605 mmol, 60% dispersion in oil), and 1 mL of N,N dimethylformamide. Water was added and the solid was collected by filtration. The crude product was purified by flash column chromatography using a gradient of 20-100% ethyl acetate in hexane to yield 195.9 ... Reactants: CCOC(=O)C=Cc1cnc(Br)c(C)c1, O=C([O-])[O-], NC1CCN(Cc2ccccc2)C1, CN(C)c1ccccc1-c1ccccc1P(C1CCCCC1)C1CCCCC1, [Cs+], [Cs+], CC(=O)[O-], CC(=O)[O-], C1COCCO1, [Pd+2]. The product is CCOC(=O)C=Cc1cnc(NC2CCN(Cc3ccccc3)C2)c(C)c1. Reaction SMILES: [Br:1][c:2]1[c:3]([CH3:15])[cH:4][c:5]([CH:8]=[CH:9][C:10](=[O:11])[O:12][CH2:13][CH3:14])[cH:6][n:7]1.[C:44](=[O:45])([O-:46])[O-:47].[CH2:50]([c:51]1[cH:52][cH:53][cH:54][cH:55][cH:56]1)[N:57]1[CH2:58][CH:59]([NH2:62])[CH2:60][CH2:61]1.[CH:16]1([P:17]([CH:18]2[CH2:19][CH2:20][CH2:21][CH2:22][CH2:23]2)[c:24]2[cH:25][cH:26][cH:27][cH:28][c:29]2-[c:30]2[c:31]([N:32]([CH3:33])[CH3:34])[cH:35][cH:36][cH:37][cH:38]2)[CH2:39][CH2:40][CH2:41][CH2:42][CH2:43]1.[Cs+:48].[Cs+:49].[O-:70][C:71]([CH3:72])=[O:73].[O-:74][C:75]([CH3:76])=[O:77].[O:63]1[CH2:64][CH2:65][O:66][CH2:67][CH2:68]1.[Pd+2:69]>>[c:2]1([NH:62][CH:59]2[CH2:58][N:57]([CH2:50][c:51]3[cH:52][cH:53][cH:54][cH:55][cH:56]3)[CH2:61][CH2:60]2)[c:3]([CH3:15])[cH:4][c:5]([CH:8]=[CH:9][C:10](=[O:11])[O:12][CH2:13][CH3:14])[cH:6][n:7]1. Reactants: ice water, [Na] (Sodium), CO (methanol), C(C)(=O)O (acetic acid), ClC1=C(C(=CC=C1C)Cl)NS(=O)(=O)C1=NN2C(N=C(C=C2Cl)Cl)=N1 (N-(2,6-dichloro-3-methylphenyl)-5,7-dichloro-1,2,4-triazolo[1,5 -a]pyrimidine-2-sulfonamide). Conditions: time 1 hour. Product: ClC1=C(C(=CC=C1C)Cl)NS(=O)(=O)C1=NN2C(N=C(C=C2OC)OC)=N1 (N-(2,6-dichloro-3-methylphenyl)-5,7-dimethoxy-1,2,4-triazolo[1,5-a]pyrimidine-2-sulfonamide). RXN SMILES: [Na].[CH3:2][OH:3].[Cl:4][C:5]1[C:10]([CH3:11])=[CH:9][CH:8]=[C:7]([Cl:12])[C:6]=1[NH:13][S:14]([C:17]1[N:27]=[C:20]2[N:21]=[C:22](Cl)[CH:23]=[C:24](Cl)[N:19]2[N:18]=1)(=[O:16])=[O:15].[C:28]([OH:31])(=O)C>>[Cl:4][C:5]1[C:10]([CH3:11])=[CH:9][CH:8]=[C:7]([Cl:12])[C:6]=1[NH:13][S:14]([C:17]1[N:27]=[C:20]2[N:21]=[C:22]([O:31][CH3:28])[CH:23]=[C:24]([O:3][CH3:2])[N:19]2[N:18]=1)(=[O:16])=[O:15] |^1:0|. Reported procedure: Sodium (469 mg, 20.4 mmol) was added to 25 ml of methanol under nitrogen and allowed to react. The resulting solution was allowed to cool and then 2.14 g (5.0 mmol) of N-(2,6-dichloro-3-methylphenyl)-5,7-dichloro-1,2,4-triazolo[1,5 -a]pyrimidine-2-sulfonamide were added with stirring. After about one hour, 1 ml of acetic acid was added and the mixture was poured into about 150 ml of ice water. The solid present was collected by filtration and dried to obtain 1.76 g (84.2 percent of theory) of th... Reactants: FC1=C(C=CC(=C1)F)C1(C(C(=O)OCC)F)CO1 (ethyl 3-(2,4-difluorophenyl)-3,4-epoxy-2-fluorobutyrate), N1N=CN=C1 (1,2,4-triazole), C(C)(=O)OCC (ethyl acetate). Yields the product FC1=C(C=CC(=C1)F)C(C(C(=O)OCC)F)(CN1N=CN=C1)O (ethyl 3-(2,4-difluorophenyl)-2-fluoro-3-hydroxy-4-(1H-1,2,4-triazol-1-yl)butyrate). As a reaction SMILES: [F:1][C:2]1[CH:7]=[C:6]([F:8])[CH:5]=[CH:4][C:3]=1[C:9]1([O:18][CH2:17]1)[CH:10]([F:16])[C:11]([O:13][CH2:14][CH3:15])=[O:12].[NH:19]1[CH:23]=[N:22][CH:21]=[N:20]1.C(OCC)(=O)C>O>[F:1][C:2]1[CH:7]=[C:6]([F:8])[CH:5]=[CH:4][C:3]=1[C:9]([OH:18])([CH2:17][N:19]1[CH:23]=[N:22][CH:21]=[N:20]1)[CH:10]([F:16])[C:11]([O:13][CH2:14][CH3:15])=[O:12]. The yield is 21.4%. Run in O (water). Reported procedure: A mixture of 2.4 g of ethyl 3-(2,4-difluorophenyl)-3,4-epoxy-2-fluorobutyrate (a mixture of diastereomers) and 6.4 g of 1,2,4-triazole was subjected to reaction at 90°-100° C. for 8 hours. To the reaction mixture were then added 10 ml of ethyl acetate and 5 ml of water. The organic layer was separated, washed with a saturated aqueous sodium chloride solution, and then dried over anhydrous magnesium sulfate. The solvent was removed by distillation under reduced pressure. The residue obtained was ... Starting materials: NCCCCCC(=O)OC (methyl 6-aminocaproate). Run in C1(=CC(=CC(=C1)C)C)C (mesitylene). Reaction conditions: temperature 140 celsius. Yields the product C1(CCCCCN1)=O.C#C (caprolactam acetylene). Yield: 260.4%. As a reaction SMILES: [NH2:1][CH2:2][CH2:3][CH2:4][CH2:5][CH2:6][C:7]([O:9]C)=O>C1(C)C=C(C)C=C(C)C=1>[C:7]1(=[O:9])[NH:1][CH2:2][CH2:3][CH2:4][CH2:5][CH2:6]1.[CH:2]#[CH:3] |f:2.3|. Procedure: A solution of 37.1 g (0.256 mol) of methyl 6-aminocaproate in 723 g of mesitylene is stirred under reflux at 140° C./500 bar for 12 h. Evaporating off the mesitylene under reduced pressure leaves 46.4 g of a caprolactam-acetylene mixture which, according to HPLC, contains 58.2% of caprolactam, which corresponds to 27.0 g (0.239 mol) and a yield of 93.4%.